Dataset: the Open Reaction Database (ORD), a public repository of structured organic reaction records. Task: describe an organic reaction: reactants, conditions, products, and yield Starting materials: CN(C)C=O, Fc1nc(F)c(Cl)c(F)c1Cl, N#C[Na]. The product is N#Cc1c(Cl)c(F)nc(F)c1Cl. Reaction SMILES: [CH3:15][N:16]([CH3:17])[CH:18]=[O:19].[Cl:1][c:2]1[c:3]([F:11])[n:4][c:5]([F:10])[c:6]([Cl:9])[c:7]1[F:8].[Na:12][C:13]#[N:14]>>[Cl:1][c:2]1[c:3]([F:11])[n:4][c:5]([F:10])[c:6]([Cl:9])[c:7]1[C:13]#[N:14]. The product is CC(=O)C(=Cc1ccc(C#N)cc1)C(C)=O. RXN SMILES: [C:1](#[N:2])[c:3]1[cH:4][cH:5][c:6]([C:7]#[N:8])[cH:9][cH:10]1.[CH2:18]1[CH2:19][CH2:20][NH:21][CH2:22][CH2:23]1.[CH3:11][C:12]([CH2:13][C:14]([CH3:15])=[O:16])=[O:17].[CH3:35][c:36]1[cH:37][cH:38][cH:39][cH:40][cH:41]1.[c:24]1([CH3:25])[cH:26][cH:27][c:28]([S:29]([OH:30])(=[O:31])=[O:32])[cH:33][cH:34]1>>[CH:1]([c:3]1[cH:4][cH:5][c:6]([C:7]#[N:8])[cH:9][cH:10]1)=[C:13]([C:12]([CH3:11])=[O:17])[C:14]([CH3:15])=[O:16]. The reactants are N#Cc1ccc(C#N)cc1, C1CCNCC1, CC(=O)CC(C)=O, Cc1ccccc1, Cc1ccc(S(=O)(=O)O)cc1. Starting materials: ClC1=C2C(=NC=C1)N(C=C2)COCC[Si](C)(C)C (4-chloro-1-((2-(trimethylsilyl)ethoxy)methyl)-1H-pyrrolo[2,3-b]pyridine), C(CCC)[Li] (butyllithium), IC (iodomethane). Run in C1CCOC1 (THF). Run at time 5 minute. Product: ClC1=C2C(=NC=C1)N(C(=C2)C)COCC[Si](C)(C)C (4-Chloro-2-methyl-1-((2-(trimethylsilyl)ethoxy)methyl)-1H-pyrrolo[2,3-b]pyridine). Isolated yield 95.3%. RXN SMILES: [Cl:1][C:2]1[CH:7]=[CH:6][N:5]=[C:4]2[N:8]([CH2:11][O:12][CH2:13][CH2:14][Si:15]([CH3:18])([CH3:17])[CH3:16])[CH:9]=[CH:10][C:3]=12.[CH2:19]([Li])CCC.IC>C1COCC1>[Cl:1][C:2]1[CH:7]=[CH:6][N:5]=[C:4]2[N:8]([CH2:11][O:12][CH2:13][CH2:14][Si:15]([CH3:18])([CH3:17])[CH3:16])[C:9]([CH3:19])=[CH:10][C:3]=12. Procedure: To a solution of 4-chloro-1-((2-(trimethylsilyl)ethoxy)methyl)-1H-pyrrolo[2,3-b]pyridine (150 mg, 0.53 mmol) in THF (1 mL) at −78° C. under argon was added butyllithium (0.4 mL, 1.6 M in hexanes, 6.4 mmol) dropwise. The mixture was stirred at the same temperature for 5 min, and treated with iodomethane (0.1 mL). The mixture was warmed up to room temperature, quenched by the addition of saturated ammonium chloride solution, and extracted with ethyl acetate (3×10 mL). The combined extracts were wa...